From a dataset of the Open Reaction Database (ORD), a public repository of structured organic reaction records. describe an organic reaction: reactants, conditions, products, and yield Reactants: FC1=CC2=C(N(C(CO2)=O)CC#C)C=C1NC(=O)OC(C(=C)C)C(=O)OC (7-fluoro-6-(1-methoxycarbonyl-2-methyl-2-propenyloxycarbonylamino)-4-propargyl-2H-1,4-benzoxazin-3(4H)-one), O1NC=CC2=C1C=CC=C2 (benzoxazine), 9, O (water). The solvent is C1(=CC=CC=C1)C (toluene), C[O-].[Na+] (sodium methoxide). Yields the product FC1=CC2=C(N(C(CO2)=O)CC#C)C=C1N1C(OC(C1=O)=C(C)C)=O (3-[7-fluoro-4-propargyl-2H-1,4-benzoxazin-3(4H)-on-6-yl]-5-isopropylidene-1,3-oxazolidin-2,4-dione). As a reaction SMILES: [F:1][C:2]1[C:15]([NH:16][C:17]([O:19][CH:20]([C:24](OC)=[O:25])[C:21]([CH3:23])=[CH2:22])=[O:18])=[CH:14][C:5]2[N:6]([CH2:11][C:12]#[CH:13])[C:7](=[O:10])[CH2:8][O:9][C:4]=2[CH:3]=1.O1C2C=CC=CC=2C=CN1.O>C1(C)C=CC=CC=1.C[O-].[Na+]>[F:1][C:2]1[C:15]([N:16]2[C:24](=[O:25])[C:20](=[C:21]([CH3:22])[CH3:23])[O:19][C:17]2=[O:18])=[CH:14][C:5]2[N:6]([CH2:11][C:12]#[CH:13])[C:7](=[O:10])[CH2:8][O:9][C:4]=2[CH:3]=1 |f:4.5|. Procedure details: To a solution of 7-fluoro-6-(1-methoxycarbonyl-2-methyl-2-propenyloxycarbonylamino)-4-propargyl-2H-1,4-benzoxazin-3(4H)-one (10 g) in toluene (100 g), sodium methoxide was added in an amount of 0.05 equivalent to one equivalent of the benzoxazine. The resulting mixture was refluxed for 3 hours, cooled to room temperature, combined with water and extracted with ethyl acetate. The organic layer was washed with water three times, dried over magnesium sulfate and concentrated. The residue was purifi... The reactants are FC1=C(C=CC(=C1)OC1=CC(=NC=C1)NC(=O)N1CCC(CC1)N1CCN(CC1)C)NC(=O)CC1(CC1)CC(=O)NC1=CC=C(C=C1)F (N-(2-fluoro-4-{[2-({[4-(4-methylpiperazin-1-yl)piperidin-1-yl]carbonyl}amino)pyridin-4-yl]oxy}phenyl)-N′-(4-fluorophenyl)cyclopropane-1,1-dicarboxyamide), Br (hydrobromic acid). The solvent is O (water). Reaction conditions: time 27 hour. The product is Br.FC1=C(C=CC(=C1)OC1=CC(=NC=C1)NC(=O)N1CCC(CC1)N1CCN(CC1)C)NC(=O)CC1(CC1)CC(=O)NC1=CC=C(C=C1)F (N-(2-Fluoro-4-{[2-({[4-(4-methylpiperazin-1-yl)piperidin-1-yl]carbonyl}amino)pyridin-4-yl]oxy}phenyl)-N′-(4-fluorophenyl)cyclopropane-1,1-dicarboxyamide hydrobromide). As a reaction SMILES: [F:1][C:2]1[CH:7]=[C:6]([O:8][C:9]2[CH:14]=[CH:13][N:12]=[C:11]([NH:15][C:16]([N:18]3[CH2:23][CH2:22][CH:21]([N:24]4[CH2:29][CH2:28][N:27]([CH3:30])[CH2:26][CH2:25]4)[CH2:20][CH2:19]3)=[O:17])[CH:10]=2)[CH:5]=[CH:4][C:3]=1[NH:31][C:32]([CH2:34][C:35]1([CH2:38][C:39]([NH:41][C:42]2[CH:47]=[CH:46][C:45]([F:48])=[CH:44][CH:43]=2)=[O:40])[CH2:37][CH2:36]1)=[O:33].[BrH:49]>O>[BrH:49].[F:1][C:2]1[CH:7]=[C:6]([O:8][C:9]2[CH:14]=[CH:13][N:12]=[C:11]([NH:15][C:16]([N:18]3[CH2:19][CH2:20][CH:21]([N:24]4[CH2:29][CH2:28][N:27]([CH3:30])[CH2:26][CH2:25]4)[CH2:22][CH2:23]3)=[O:17])[CH:10]=2)[CH:5]=[CH:4][C:3]=1[NH:31][C:32]([CH2:34][C:35]1([CH2:38][C:39]([NH:41][C:42]2[CH:47]=[CH:46][C:45]([F:48])=[CH:44][CH:43]=2)=[O:40])[CH2:37][CH2:36]1)=[O:33] |f:3.4|. Reported procedure: After suspending N-(2-fluoro-4-{[2-({[4-(4-methylpiperazin-1-yl)piperidin-1-yl]carbonyl}amino)pyridin-4-yl]oxy}phenyl)-N′-(4-fluorophenyl)cyclopropane-1,1-dicarboxyamide (55.7 mg) in water (1.67 ml), 48% aqueous hydrobromic acid (0.010 ml) was added at room temperature to form an aqueous solution. A dry ice/ethanol bath was used to freeze the aqueous solution, after which it was lyophilized under reduced pressure for 27 hours to give the title compound (70.7 mg) as white powder. Reactants: O=C(O)c1cc2cnc(Cl)cc2[nH]1, Cl, NC(Cc1ccc(F)cc1)C(=O)N1CCC(O)C1. The product is O=C(NC(Cc1ccc(F)cc1)C(=O)N1CCC(O)C1)c1cc2cnc(Cl)cc2[nH]1. As a reaction SMILES: [Cl:1][c:2]1[cH:3][c:4]2[c:5]([cH:6][n:7]1)[cH:8][c:9]([C:11](=[O:12])[OH:13])[nH:10]2.[ClH:14].[NH2:15][CH:16]([C:17](=[O:18])[N:19]1[CH2:20][CH:21]([OH:24])[CH2:22][CH2:23]1)[CH2:25][c:26]1[cH:27][cH:28][c:29]([F:32])[cH:30][cH:31]1>>[Cl:1][c:2]1[cH:3][c:4]2[c:5]([cH:6][n:7]1)[cH:8][c:9]([C:11](=[O:13])[NH:15][CH:16]([C:17](=[O:18])[N:19]1[CH2:20][CH:21]([OH:24])[CH2:22][CH2:23]1)[CH2:25][c:26]1[cH:27][cH:28][c:29]([F:32])[cH:30][cH:31]1)[nH:10]2. Reactants: [Al+3], O=C1c2ccccc2C(=O)N1CCCc1ccccc1, COC(=O)CC(C)C(=O)O, CCO, [Cl-], [Cl-], [Cl-], [Cl-], ClCCCl. Product: COC(=O)CC(C)C(=O)c1ccc(CCCN2C(=O)c3ccccc3C2=O)cc1. RXN SMILES: [Al+3:33].[C:12]1(=[O:31])[c:13]2[c:14]([cH:27][cH:28][cH:29][cH:30]2)[C:15](=[O:26])[N:16]1[CH2:17][CH2:18][CH2:19][c:20]1[cH:21][cH:22][cH:23][cH:24][cH:25]1.[CH3:2][O:3][C:4](=[O:5])[CH2:6][CH:7]([C:8](=[O:9])[OH:10])[CH3:11].[CH3:36][CH2:37][OH:38].[Cl-:1].[Cl-:32].[Cl-:34].[Cl-:35].[Cl:39][CH2:40][CH2:41][Cl:42]>>[CH3:2][O:3][C:4](=[O:5])[CH2:6][CH:7]([C:8](=[O:10])[c:23]1[cH:22][cH:21][c:20]([CH2:19][CH2:18][CH2:17][N:16]2[C:12](=[O:31])[c:13]3[c:14]([cH:27][cH:28][cH:29][cH:30]3)[C:15]2=[O:26])[cH:25][cH:24]1)[CH3:11]. Starting materials: CCOC(C)=O, CC(=O)OC1(C)Cc2cc(-c3nnn(-c4cccnc4F)c3C)ccc2C1=O, [H-], [Na+], C1CCOC1. The product is Cc1c(-c2ccc3c(c2)CC(C)(O)C3=O)nnn1-c1cccnc1F. As a reaction SMILES: [CH3:36][CH2:37][O:38][C:39](=[O:40])[CH3:41].[F:8][c:9]1[n:10][cH:11][cH:12][cH:13][c:14]1-[n:15]1[n:16][n:17][c:18](-[c:21]2[cH:22][c:23]3[c:27]([cH:28][cH:29]2)[C:26](=[O:30])[C:25]([O:31][C:32]([CH3:33])=[O:34])([CH3:35])[CH2:24]3)[c:19]1[CH3:20].[H-:1].[Na+:2].[O:3]1[CH2:4][CH2:5][CH2:6][CH2:7]1>>[F:8][c:9]1[n:10][cH:11][cH:12][cH:13][c:14]1-[n:15]1[n:16][n:17][c:18](-[c:21]2[cH:22][c:23]3[c:27]([cH:28][cH:29]2)[C:26](=[O:30])[C:25]([OH:31])([CH3:35])[CH2:24]3)[c:19]1[CH3:20]. As a reaction SMILES: [F:1][C:2]1[CH:7]=[C:6]([Cl:8])[CH:5]=[CH:4][C:3]=1[CH3:9].[O-:10][Mn](=O)(=O)=O.[K+].[OH2:16]>>[F:1][C:2]1[CH:7]=[C:6]([Cl:8])[CH:5]=[CH:4][C:3]=1[C:9]([OH:10])=[O:16] |f:1.2|. Yields the product FC1=C(C(=O)O)C=CC(=C1)Cl (2-fluoro-4-chlorobenzoic acid). Procedure details: A mixture of 2-fluoro-4-chlorotoluene (25.05 g), KMnO4 (55.04 g) and water (400 ml) is heated to reflux for about 5 hr. The reaction is then worked up by filtering while hot through Celite and the filtrate is acidified with 2 N HCl. White crystals are filtered off, dissolved in ether and washed with water and brine, dried over sodium sulfate, filtered and evaporated to yield 2-fluoro-4-chlorobenzoic acid. The reactants are FC1=C(C=CC(=C1)Cl)C (2-fluoro-4-chlorotoluene), [O-][Mn](=O)(=O)=O.[K+] (KMnO4), O (water).